From a dataset of the Open Reaction Database (ORD), a public repository of structured organic reaction records. describe an organic reaction: reactants, conditions, products, and yield Reactants: CS(=O)(=O)Cl, COc1ccc(N)cc1NC(=O)Nc1cnccn1, c1ccncc1. Product: COc1ccc(NS(C)(=O)=O)cc1NC(=O)Nc1cnccn1. RXN SMILES: [CH3:20][S:21]([Cl:22])(=[O:23])=[O:24].[NH2:1][c:2]1[cH:3][cH:4][c:5]([O:18][CH3:19])[c:6]([NH:8][C:9](=[O:10])[NH:11][c:12]2[n:13][cH:14][cH:15][n:16][cH:17]2)[cH:7]1.[cH:25]1[cH:26][cH:27][n:28][cH:29][cH:30]1>>[NH:1]([c:2]1[cH:3][cH:4][c:5]([O:18][CH3:19])[c:6]([NH:8][C:9](=[O:10])[NH:11][c:12]2[n:13][cH:14][cH:15][n:16][cH:17]2)[cH:7]1)[S:21]([CH3:20])(=[O:23])=[O:24]. Reactants: Cc1ccc(Br)cc1C, C1CCCCC1, C1CCOC1, [Li]C(C)CC, N#Cc1ccc(C2CC(=O)c3cncn32)c(F)c1. The product is Cc1ccc(C2(O)CC(c3ccc(C#N)cc3F)n3cncc32)cc1C. RXN SMILES: [Br:1][c:2]1[cH:3][c:4]([CH3:9])[c:5]([CH3:8])[cH:6][cH:7]1.[CH2:15]1[CH2:16][CH2:17][CH2:18][CH2:19][CH2:20]1.[CH2:39]1[O:40][CH2:41][CH2:42][CH2:43]1.[CH:10]([Li:11])([CH2:12][CH3:13])[CH3:14].[F:21][c:22]1[cH:23][c:24]([C:25]#[N:26])[cH:27][cH:28][c:29]1[CH:30]1[CH2:31][C:32](=[O:38])[c:33]2[n:34]1[cH:35][n:36][cH:37]2>>[c:2]1([C:32]2([OH:38])[CH2:31][CH:30]([c:29]3[c:22]([F:21])[cH:23][c:24]([C:25]#[N:26])[cH:27][cH:28]3)[n:34]3[c:33]2[cH:37][n:36][cH:35]3)[cH:3][c:4]([CH3:9])[c:5]([CH3:8])[cH:6][cH:7]1.